This data is from the Open Reaction Database (ORD), a public repository of structured organic reaction records. The task is: describe an organic reaction: reactants, conditions, products, and yield Reactants: CC(c1ccccn1)N1CCN(c2c(Br)cnc(N)c2[N+](=O)[O-])CC1, Nc1ncc(Br)c(Cl)c1[N+](=O)[O-], Brc1ccccn1, C1CNCCN1, CC(C)O, CCN(C(C)C)C(C)C, ClCCl, O=C(O)C(F)(F)F, CC(C)(C)OC(=O)N1CCN(Cc2cccc3c2OCO3)CC1. Product: Nc1ncc(Br)c(N2CCN(Cc3cccc4c3OCO4)CC2)c1[N+](=O)[O-]. As a reaction SMILES: [Br:1][c:2]1[c:3]([N:12]2[CH2:13][CH2:14][N:15]([CH:18]([c:19]3[cH:20][cH:21][cH:22][cH:23][n:24]3)[CH3:25])[CH2:16][CH2:17]2)[c:4]([N+:9](=[O:10])[O-:11])[c:5]([NH2:8])[n:6][cH:7]1.[Br:56][c:57]1[c:58]([Cl:59])[c:60]([N+:61]([O-:62])=[O:63])[c:64]([NH2:65])[n:66][cH:67]1.[Br:74][c:75]1[cH:76][cH:77][cH:78][cH:79][n:80]1.[CH2:68]1[NH:69][CH2:70][CH2:71][NH:72][CH2:73]1.[CH:81]([OH:82])([CH3:83])[CH3:84].[CH:85]([N:86]([CH2:87][CH3:88])[CH:89]([CH3:90])[CH3:91])([CH3:92])[CH3:93].[Cl:94][CH2:95][Cl:96].[F:49][C:50]([F:51])([F:52])[C:53]([OH:54])=[O:55].[O:26]1[CH2:27][O:28][c:29]2[c:30]1[cH:31][cH:32][cH:33][c:34]2[CH2:35][N:36]1[CH2:37][CH2:38][N:39]([C:40]([O:41][C:42]([CH3:43])([CH3:44])[CH3:45])=[O:46])[CH2:47][CH2:48]1>>[Br:1][c:2]1[c:3]([N:12]2[CH2:13][CH2:14][N:15]([CH2:35][c:34]3[c:29]4[c:30]([cH:31][cH:32][cH:33]3)[O:26][CH2:27][O:28]4)[CH2:16][CH2:17]2)[c:4]([N+:9](=[O:10])[O-:11])[c:5]([NH2:8])[n:6][cH:7]1. Starting materials: O (water), aqueous solution, S(O)(O)(=O)=O (sulphuric acid), O (water), C(CC)C(C#N)(CCC)CCC (tri-n-propylacetonitrile). Run in C(C)OCC (ethyl ether). Conditions: temperature 10 celsius, time 6 hour. The product is C(CC)C(C(=O)N)(CCC)CCC (tri-n-propylacetamide). Yield: 92.4%. Reaction SMILES: S(=O)(=O)(O)O.[CH2:6]([C:9]([CH2:15][CH2:16][CH3:17])([CH2:12][CH2:13][CH3:14])[C:10]#[N:11])[CH2:7][CH3:8].[OH2:18]>C(OCC)C>[CH2:15]([C:9]([CH2:6][CH2:7][CH3:8])([CH2:12][CH2:13][CH3:14])[C:10]([NH2:11])=[O:18])[CH2:16][CH3:17]. Procedure details: In a 2-liter flask an 80% aqueous solution of 550 g of sulphuric acid was placed. While stirring, 110 g (0.66 mol) of tri-n-propylacetonitrile were added over a period of 20 minutes and at room-temperature. The temperature of the reaction medium rose to 80° C after which it was brought up to 105°-110° C for 6 hours. The solution was then cooled to 10° C and slowly poured into iced water (1000 g of purified water and 200 g of ice.) A pasty precipitate gradually formed as the solution was added to... Reactants: Cc1ccc(F)cc1OCc1c(Br)ccc2c1N(C)C(=O)C(C)(C)N2, O=C([O-])[O-], COCOc1ccc(B(O)O)c(OC)c1, CCOC(C)=O, CN(C)C=O, [Cs+], [Cs+], O. The product is COCOc1ccc(-c2ccc3c(c2COc2cc(F)ccc2C)N(C)C(=O)C(C)(C)N3)c(OC)c1. As a reaction SMILES: [Br:1][c:2]1[cH:3][cH:4][c:5]2[c:10]([c:11]1[CH2:12][O:13][c:14]1[c:15]([CH3:21])[cH:16][cH:17][c:18]([F:20])[cH:19]1)[N:9]([CH3:22])[C:8](=[O:23])[C:7]([CH3:24])([CH3:25])[NH:6]2.[C:41](=[O:42])([O-:43])[O-:44].[CH3:26][O:27][c:28]1[c:29]([B:38]([OH:39])[OH:40])[cH:30][cH:31][c:32]([O:34][CH2:35][O:36][CH3:37])[cH:33]1.[CH3:47][CH2:48][O:49][C:50](=[O:51])[CH3:52].[CH3:53][N:54]([CH3:55])[CH:56]=[O:57].[Cs+:45].[Cs+:46].[OH2:58]>>[c:2]1(-[c:29]2[c:28]([O:27][CH3:26])[cH:33][c:32]([O:34][CH2:35][O:36][CH3:37])[cH:31][cH:30]2)[cH:3][cH:4][c:5]2[c:10]([c:11]1[CH2:12][O:13][c:14]1[c:15]([CH3:21])[cH:16][cH:17][c:18]([F:20])[cH:19]1)[N:9]([CH3:22])[C:8](=[O:23])[C:7]([CH3:24])([CH3:25])[NH:6]2. The reactants are NC=1C=C(OC=2C=CC(=NC2)N)C=CC1Cl (5-(3-amino-4-chlorophenoxy)pyridin-2-amine), N1=CC=CC=C1 (pyridine), CN1N=C(C=C1C(=O)Cl)C (1,3-dimethyl-1H-pyrazole-5-carbonyl chloride). Run in O1CCCC1 (tetrahydrofuran). The product is NC1=CC=C(C=N1)OC=1C=CC(=C(C1)NC(=O)C1=CC(=NN1C)C)Cl (N-{5-[(6-aminopyridin-3-yl)oxy]-2-chlorophenyl}-1,3-dimethyl-1H-pyrazole-5-carboxamide). Isolated yield 10.0%. RXN SMILES: [NH2:1][C:2]1[CH:3]=[C:4]([CH:13]=[CH:14][C:15]=1[Cl:16])[O:5][C:6]1[CH:7]=[CH:8][C:9]([NH2:12])=[N:10][CH:11]=1.N1C=CC=CC=1.[CH3:23][N:24]1[C:28]([C:29](Cl)=[O:30])=[CH:27][C:26]([CH3:32])=[N:25]1>O1CCCC1>[NH2:12][C:9]1[N:10]=[CH:11][C:6]([O:5][C:4]2[CH:13]=[CH:14][C:15]([Cl:16])=[C:2]([NH:1][C:29]([C:28]3[N:24]([CH3:23])[N:25]=[C:26]([CH3:32])[CH:27]=3)=[O:30])[CH:3]=2)=[CH:7][CH:8]=1. Reported procedure: In the same manner as in Reference Example 3 and using 5-(3-amino-4-chlorophenoxy)pyridin-2-amine (2.01 g, 8.55 mmol), pyridine (725 μL, 8.98 mmol), 1,3-dimethyl-1H-pyrazole-5-carbonyl chloride (1.42 g, 8.98 mmol) and tetrahydrofuran (50 mL) as starting materials, the title compound (306 mg, 10%) was obtained as a white solid.